Dataset: the Open Reaction Database (ORD), a public repository of structured organic reaction records. Task: describe an organic reaction: reactants, conditions, products, and yield The reactants are O1C(CCCC1)ONC(=O)[C@@H](C\C=C\C1=CC=CC=C1)[C@H](C(=O)NNCC(C)C)CC(C)C ((E)-2(R)-[1(S)-[(tetrahydro-2(RS)-pyranyloxy)carbamoyl]-4-phenyl-3-butenyl]-2′-isobutyl-4-methylvalerohydrazide), C(C)N1CCOCC1 (N-ethylmorpholine), ClC(=O)OCC(C)C (isobutyl chloroformate), C(C)(=O)N[C@@H](C)C(=O)O (N-acetyl-L-alanine). Run in O1CCCC1 (tetrahydrofuran), C(C)(=O)OCC (ethyl acetate). Run at temperature 10 celsius, time 10 minute. The product is C(C(C)C)NNC(CCC(C)C)=O (2′-isobutyl-4-methylvalerohydrazide). As a reaction SMILES: C(N[C@H](C(O)=O)C)(=O)C.C(N1CCOCC1)C.ClC(OCC(C)C)=O.O1CCCCC1ONC([C@H]([C@@H:46]([CH2:55][CH:56]([CH3:58])[CH3:57])[C:47]([NH:49][NH:50][CH2:51][CH:52]([CH3:54])[CH3:53])=[O:48])C/C=C/C1C=CC=CC=1)=O>O1CCCC1.C(OCC)(=O)C>[CH2:51]([NH:50][NH:49][C:47](=[O:48])[CH2:46][CH2:55][CH:56]([CH3:58])[CH3:57])[CH:52]([CH3:54])[CH3:53]. Reported procedure: A solution of 0.144 g of N-acetyl-L-alanine in 10 ml tetrahydrofuran was cooled to −10° C. and treated with 0.140 ml of N-ethylmorpholine and 0.143 ml of isobutyl chloroformate. The mixture was stirred for a further 10 minutes at 10° C. and then treated with 0.459 g of (E)-2(R)-[1(S)-[(tetrahydro-2(RS)-pyranyloxy)carbamoyl]-4-phenyl-3-butenyl]-2′-isobutyl-4-methylvalerohydrazide. The mixture was allowed to warm to 0° C. and stirring was continued for 1.5 hours. The mixture was then diluted with ... The reactants are CC1(OB(OC1(C)C)C=1C=CC(=NC1)N1CCN(CC1)C(=O)OC(C)(C)C)C (tert-butyl 4-[5-(4,4,5,5-tetramethyl-1,3,2-dioxaborolan-2-yl)pyridin-2-yl]piperazine-1-carboxylate), ClC1=CC=2N(N=C1)C(=CN2)C=2C=C(C=CC2)NC(=O)NCC(F)(F)F (N-[3-(7-chloroimidazo[1,2-b]pyridazin-3-yl)phenyl]-N′-(2,2,2-trifluoroethyl)urea), C([O-])([O-])=O.[Na+].[Na+] (sodium carbonate). The reagents and catalysts are C=1C=CC(=CC1)[P](C=2C=CC=CC2)(C=3C=CC=CC3)[Pd]([P](C=4C=CC=CC4)(C=5C=CC=CC5)C=6C=CC=CC6)([P](C=7C=CC=CC7)(C=8C=CC=CC8)C=9C=CC=CC9)[P](C=1C=CC=CC1)(C=1C=CC=CC1)C=1C=CC=CC1 (tetrakis(triphenylphosphine)palladium(0)). Solvent: O1CCOCC1 (dioxane), O (water), C(C)(=O)OCC (ethyl acetate). Reaction conditions: temperature 110 celsius, time 3 hour. Yields the product FC(CNC(=O)NC=1C=C(C=CC1)C1=CN=C2N1N=CC(=C2)C=2C=CC(=NC2)N2CCN(CC2)C(=O)OC(C)(C)C)(F)F (tert-butyl 4-(5-{3-[3-({[(2,2,2-trifluoroethyl)amino]carbonyl}amino)phenyl]imidazo[1,2-b]pyridazin-7-yl}pyridin-2-yl)piperazine-1-carboxylate). Reaction SMILES: CC1(C)C(C)(C)OB([C:9]2[CH:10]=[CH:11][C:12]([N:15]3[CH2:20][CH2:19][N:18]([C:21]([O:23][C:24]([CH3:27])([CH3:26])[CH3:25])=[O:22])[CH2:17][CH2:16]3)=[N:13][CH:14]=2)O1.Cl[C:30]1[CH:35]=[N:34][N:33]2[C:36]([C:39]3[CH:40]=[C:41]([NH:45][C:46]([NH:48][CH2:49][C:50]([F:53])([F:52])[F:51])=[O:47])[CH:42]=[CH:43][CH:44]=3)=[CH:37][N:38]=[C:32]2[CH:31]=1.C(=O)([O-])[O-].[Na+].[Na+]>O1CCOCC1.O.C(OCC)(=O)C.C1C=CC([P]([Pd]([P](C2C=CC=CC=2)(C2C=CC=CC=2)C2C=CC=CC=2)([P](C2C=CC=CC=2)(C2C=CC=CC=2)C2C=CC=CC=2)[P](C2C=CC=CC=2)(C2C=CC=CC=2)C2C=CC=CC=2)(C2C=CC=CC=2)C2C=CC=CC=2)=CC=1>[F:53][C:50]([F:51])([F:52])[CH2:49][NH:48][C:46]([NH:45][C:41]1[CH:40]=[C:39]([C:36]2[N:33]3[N:34]=[CH:35][C:30]([C:9]4[CH:10]=[CH:11][C:12]([N:15]5[CH2:16][CH2:17][N:18]([C:21]([O:23][C:24]([CH3:25])([CH3:26])[CH3:27])=[O:22])[CH2:19][CH2:20]5)=[N:13][CH:14]=4)=[CH:31][C:32]3=[N:38][CH:37]=2)[CH:44]=[CH:43][CH:42]=1)=[O:47] |f:2.3.4,^1:76,78,97,116|. Reported procedure: A mixture of tert-butyl 4-[5-(4,4,5,5-tetramethyl-1,3,2-dioxaborolan-2-yl)pyridin-2-yl]piperazine-1-carboxylate (46.3 mg, 0.119 mmol, Aldrich, Cat. No. 654337), N-[3-(7-chloroimidazo[1,2-b]pyridazin-3-yl)phenyl]-N′-(2,2,2-trifluoroethyl)urea (40.0 mg, 0.108 mmol, Example 30, Step 3), tetrakis(triphenylphosphine)palladium(0) (6.25 mg, 0.00541 mmol) and sodium carbonate (34.4 mg, 0.324 mmol) in dioxane (1 mL) and water (0.3 mL) was degassed and recharged with nitrogen three times, and heated and s... Starting materials: CSc1nccc(-c2ccc(Br)cc2)n1, ClCCl, O=C(OO)c1cccc(Cl)c1. Yields the product CS(=O)c1nccc(-c2ccc(Br)cc2)n1. Reaction SMILES: [Br:1][c:2]1[cH:3][cH:4][c:5](-[c:8]2[n:9][c:10]([S:14][CH3:15])[n:11][cH:12][cH:13]2)[cH:6][cH:7]1.[Cl:27][CH2:28][Cl:29].[OH:16][O:17][C:18]([c:19]1[cH:20][c:21]([Cl:22])[cH:23][cH:24][cH:25]1)=[O:26]>>[Br:1][c:2]1[cH:3][cH:4][c:5](-[c:8]2[n:9][c:10]([S:14]([CH3:15])=[O:16])[n:11][cH:12][cH:13]2)[cH:6][cH:7]1.